From a dataset of the Open Reaction Database (ORD), a public repository of structured organic reaction records. describe an organic reaction: reactants, conditions, products, and yield Starting materials: CC(C)C[C@@H](C=CCCC)NC(=O)OC(C)(C)C ((S)-2 -methyl-4 -(tert butoxycarbonylamino)-5 -nonene), [H][H] (hydrogen). The reagents and catalysts are [Pd] (palladium on carbon). Run in C(C)O (ethanol). Yields the product CC(=C)C[C@@H](CCCCC)NC(=O)OC(C)(C)C ((R)-2 -Methyl-4 -(tert. butoxycarbonylamino) nonene). The yield is 89.0%. Reaction SMILES: [CH3:1][CH:2]([CH2:4][C@H:5]([NH:11][C:12]([O:14][C:15]([CH3:18])([CH3:17])[CH3:16])=[O:13])[CH:6]=[CH:7][CH2:8][CH2:9][CH3:10])[CH3:3].[H][H]>C(O)C.[Pd]>[CH3:3][C:2]([CH2:4][C@H:5]([NH:11][C:12]([O:14][C:15]([CH3:16])([CH3:18])[CH3:17])=[O:13])[CH2:6][CH2:7][CH2:8][CH2:9][CH3:10])=[CH2:1]. Procedure details: A solution of (S)-2 -methyl-4 -(tert butoxycarbonylamino)-5 -nonene (2.0 g) in absolute ethanol (75 mL) was hydrogenated over a 5% palladium on carbon catalyst (1.0 g) at 20°-25° and an initial pressure of 34 psi in a Paar apparatus. After one equivalent of hydrogen had been taken up (1 hour), the mixture was filtered and then concentrated under reduced pressure to give 1.78 g of product. Reactants: C(#N)[S-].[K+] (KSCN), C(C)OC(C(C)C1=CC=C(C=C1)N)=O (2-(4-Amino-phenyl)-propionic acid ethyl ester), BrBr (bromine), C(#N)[S-].[K+] (KSCN). Run in CC(=O)O (CH3COOH), CC(=O)O (CH3COOH), CC(=O)O (CH3COOH), CC(=O)O (CH3COOH), CC(=O)O (CH3COOH). Reaction conditions: time 1 hour. Yields the product C(C)OC(C(C)C1=CC2=C(N=C(S2)N)C=C1)=O (2-(2-Amino-benzothiazole-6-yl)-propionic acid ethyl ester). As a reaction SMILES: [CH2:1]([O:3][C:4](=[O:14])[CH:5]([C:7]1[CH:12]=[CH:11][C:10]([NH2:13])=[CH:9][CH:8]=1)[CH3:6])[CH3:2].[C:15]([S-:17])#[N:16].[K+].BrBr>CC(O)=O>[CH2:1]([O:3][C:4](=[O:14])[CH:5]([C:7]1[CH:8]=[CH:9][C:10]2[N:13]=[C:15]([NH2:16])[S:17][C:11]=2[CH:12]=1)[CH3:6])[CH3:2] |f:1.2|. Procedure details: A mixture of 3 (3.13 g, 1 mmol) in CH3COOH (15 ml) was cooled to −5° in iced bath. A mixture KSCN (6.36 g, 4.04 mmol) in CH3COOH (15 ml) added to the flask that contained 4 and CH3COOH at −5° in iced bath. A solution of bromine (0.80 ml) in CH3COOH (10 ml) is added dropwise to a stirred mixture of 4, KSCN and CH3COOH at −5° in iced bath. The reaction mixture is stirred for 1 h at room temperature. The mixture is extracted with ethyl acetate. The extracts are washed with water, brine, dried over ... The reactants are [Cl-].C(#N)C1=C(OC[C@H]2[NH2+]CCC2)C=CC=C1[N+](=O)[O-] ((S)-2-((2-Cyano-3-nitrophenoxy)methyl)pyrrolidinium chloride), C(CC)(=O)Cl (propionyl chloride). The product is NC1=C(C#N)C(=CC=C1)OC[C@H]1N(CCC1)C(CC)=O ((S)-2-Amino-6-((1-propionylpyrrolidin-2-yl)methoxy)benzonitrile). The yield is 90.0%. Reaction SMILES: [Cl-].[C:2]([C:4]1[C:16]([N+:17]([O-])=O)=[CH:15][CH:14]=[CH:13][C:5]=1[O:6][CH2:7][C@@H:8]1[CH2:12][CH2:11][CH2:10][NH2+:9]1)#[N:3].[C:20](Cl)(=[O:23])[CH2:21][CH3:22]>>[NH2:17][C:16]1[CH:15]=[CH:14][CH:13]=[C:5]([O:6][CH2:7][C@@H:8]2[CH2:12][CH2:11][CH2:10][N:9]2[C:20](=[O:23])[CH2:21][CH3:22])[C:4]=1[C:2]#[N:3] |f:0.1|. Procedure: Prepared as in Example 191a from (S)-2-((2-cyano-3-nitrophenoxy)methyl)pyrrolidinium chloride (Example 191b) and propionyl chloride in 90% yield as a clear syrup. MS 274 (MH+).